From a dataset of the Open Reaction Database (ORD), a public repository of structured organic reaction records. describe an organic reaction: reactants, conditions, products, and yield The reactants are C1(=CC=CC=C1)CCCN (3-phenylpropan-1-amine), C1N(CC=2C=NC=CC21)C(=O)NC2=CC=C(N=N2)C(=O)O (6-(2,3-dihydro-1H-pyrrolo[3,4-c]pyridine-2-carboxamido)pyridazine-3-carboxylic acid), C1N(CC2=CC=CC=C12)C(=O)NC1=CC=C(C(=O)O)C=C1 (4-(isoindoline-2-carboxamido)benzoic acid). Yields the product C12C(CC(CC1)C2)CNC(=O)C2=CC=C(N=N2)NC(=O)N2CC=1C=NC=CC1C2 (N-{6-[(bicyclo[2.2.1]hept-2-ylmethyl)carbamoyl]pyridazin-3-yl}-1,3-dihydro-2H-pyrrolo[3,4-c]pyridine-2-carboxamide). Reaction SMILES: C1(CCCN)C=CC=CC=1.[CH2:11]1[C:19]2[CH:18]=[CH:17][N:16]=[CH:15][C:14]=2[CH2:13][N:12]1[C:20]([NH:22][C:23]1[N:28]=[N:27][C:26]([C:29]([OH:31])=O)=[CH:25][CH:24]=1)=[O:21].[CH2:32]1[C:40]2[C:35](=[CH:36][CH:37]=[CH:38][CH:39]=2)[CH2:34][N:33]1C(NC1C=CC(C(O)=O)=CC=1)=O>>[CH:40]12[CH2:32][CH:37]([CH2:38][CH2:39]1)[CH2:36][CH:35]2[CH2:34][NH:33][C:29]([C:26]1[N:27]=[N:28][C:23]([NH:22][C:20]([N:12]2[CH2:11][C:19]3[CH:18]=[CH:17][N:16]=[CH:15][C:14]=3[CH2:13]2)=[O:21])=[CH:24][CH:25]=1)=[O:31]. Procedure: The title compound was prepared as described in Example 1C, substituting bicyclo[2.2.1]hept-2-ylmethamine for 3-phenylpropan-1-amine and 6-(2,3-dihydro-1H-pyrrolo[3,4-c]pyridine-2-carboxamido)pyridazine-3-carboxylic acid for 4-(isoindoline-2-carboxamido)benzoic acid. 1H NMR (300 MHz, DMSO-d6) δ 10.05 (bs, 1H), 8.92 (d, J=42.7 Hz, 1H), 8.61 (s, 1H), 8.51 (d, J=5.0 Hz, 1H), 8.29 (d, J=9.3 Hz, 1H), 8.10 (d, J=9.3 Hz, 1H), 7.47-7.41 (m, 1H), 5.07-4.74 (m, 4H), 3.23-2.84 (m, 2H), 2.30-2.02 (m, 3H), 1... Starting materials: C1(=CC=C(C=C1)S(=O)(=O)OCC1CCC(CC1)C1CC2CCC(CC2CC1)CCC)C ((4-(6-Propyldecahydronaphthalene-2-yl)cyclohexyl)methyl p-toluenesulfonate), C(C)OC1=C(C(=C(C=C1)O)F)F (4-Ethoxy-2,3-difluorophenol), C([O-])([O-])=O.[K+].[K+] (potassium carbonate). Run in CN(C)C=O (DMF). Run at temperature 70 celsius, time 5 hour. Product: C(C)OC1=C(C(=C(OCC2CCC(CC2)C2CC3CCC(CC3CC2)CCC)C=C1)F)F (2-(4-((4-ethoxy-2,3-difluorophenoxy)methyl)cyclohexyl)-6-propyldecahydronaphthalene). The yield is 59.7%. Reaction SMILES: C1(C)C=CC(S(OC[CH:12]2[CH2:17][CH2:16][CH:15]([CH:18]3[CH2:27][CH2:26][CH:25]4[CH:20]([CH2:21][CH2:22][CH:23]([CH2:28][CH2:29][CH3:30])[CH2:24]4)[CH2:19]3)[CH2:14][CH2:13]2)(=O)=O)=CC=1.[CH2:32]([O:34][C:35]1[CH:40]=[CH:39][C:38](O)=[C:37]([F:42])[C:36]=1[F:43])[CH3:33].[C:44](=[O:47])([O-])[O-].[K+].[K+]>CN(C=O)C>[CH2:32]([O:34][C:35]1[CH:40]=[CH:39][C:38]([O:47][CH2:44][CH:12]2[CH2:13][CH2:14][CH:15]([CH:18]3[CH2:27][CH2:26][CH:25]4[CH:20]([CH2:21][CH2:22][CH:23]([CH2:28][CH2:29][CH3:30])[CH2:24]4)[CH2:19]3)[CH2:16][CH2:17]2)=[C:37]([F:42])[C:36]=1[F:43])[CH3:33] |f:2.3.4|. Procedure: (4-(6-Propyldecahydronaphthalene-2-yl)cyclohexyl)methyl p-toluenesulfonate (3.5 g) prepared in the tenth step was dissolved in DMF (50 ml). 4-Ethoxy-2,3-difluorophenol (1.6 g) and potassium carbonate (2.2 g) were added, and the mixture was stirred at 70° C. for 5 hours. The reaction mixture was washed with water, and dried over anhydrous magnesium sulfate. The DMF was distilled off under reduced pressure. The residue was purified by silica gel column chromatography (eluent: ethyl acetate/n-hepta... Starting materials: ClC=1C=C(C(=NC1)C(O)C1=C(C=CC=C1OC)F)N(S(=O)(=O)C1=CC(=CC=C1)C(F)(F)F)COC (N-{5-chloro-2-[(2-fluoro-6-methoxy-phenyl)-hydroxy-methyl]-pyridin-3-yl}-N-methoxymethyl-3-trifluoromethyl-benzenesulfonamide), CC(=O)OI1(C=2C=CC=CC2C(=O)O1)(OC(=O)C)OC(=O)C (Dess-Martin reagent), [O-]S(=O)(=S)[O-].[Na+].[Na+] (Na2S2O3), C(=O)(O)[O-].[Na+] (NaHCO3). The solvent is C(Cl)Cl (CH2Cl2). Reaction conditions: time 5 hour. Yields the product ClC=1C=C(C(=NC1)C(C1=C(C=CC=C1OC)F)=O)N(S(=O)(=O)C1=CC(=CC=C1)C(F)(F)F)COC (N-[5-chloro-2-(2-fluoro-6-methoxy-benzoyl)-pyridin-3-yl]-N-methoxymethyl-3-trifluoromethyl-benzenesulfonamide). Reaction SMILES: [Cl:1][C:2]1[CH:3]=[C:4]([N:19]([CH2:33][O:34][CH3:35])[S:20]([C:23]2[CH:28]=[CH:27][CH:26]=[C:25]([C:29]([F:32])([F:31])[F:30])[CH:24]=2)(=[O:22])=[O:21])[C:5]([CH:8]([C:10]2[C:15]([O:16][CH3:17])=[CH:14][CH:13]=[CH:12][C:11]=2[F:18])[OH:9])=[N:6][CH:7]=1.CC(OI1(OC(C)=O)(OC(C)=O)OC(=O)C2C=CC=CC1=2)=O.[O-]S([O-])(=S)=O.[Na+].[Na+].C([O-])(O)=O.[Na+]>C(Cl)Cl>[Cl:1][C:2]1[CH:3]=[C:4]([N:19]([CH2:33][O:34][CH3:35])[S:20]([C:23]2[CH:28]=[CH:27][CH:26]=[C:25]([C:29]([F:31])([F:30])[F:32])[CH:24]=2)(=[O:21])=[O:22])[C:5]([C:8](=[O:9])[C:10]2[C:15]([O:16][CH3:17])=[CH:14][CH:13]=[CH:12][C:11]=2[F:18])=[N:6][CH:7]=1 |f:2.3.4,5.6|. Procedure: A mixture of N-{5-chloro-2-[(2-fluoro-6-methoxy-phenyl)-hydroxy-methyl]-pyridin-3-yl}-N-methoxymethyl-3-trifluoromethyl-benzenesulfonamide (0.38 g) and Dess-Martin reagent (0.90 g, 2.1 mmol) in CH2Cl2 (15 mL) at room temperature was stirred for 5 h. A mixture of 10% aqueous Na2S2O3 (10 mL) and saturated aqueous NaHCO3 (10 mL) was then added and the biphasic mixture vigorously stirred for 30 min. The organic phase was then separated and the aqueous portion was extracted with CH2Cl2. The combined ... Reactants: ClC1=C(OC2=CC=C(C=C2)[N+](=O)[O-])C=CC(=C1)Cl (4-(2,4-dichloro-phenoxy)-1-nitrobenzene). Run in CO (MeOH). The product is ClC1=C(OC2=CC=C(N)C=C2)C=CC(=C1)Cl (4-(2,4-dichloro-phenoxy)aniline). Reaction SMILES: [Cl:1][C:2]1[CH:17]=[C:16]([Cl:18])[CH:15]=[CH:14][C:3]=1[O:4][C:5]1[CH:10]=[CH:9][C:8]([N+:11]([O-])=O)=[CH:7][CH:6]=1>CO>[Cl:1][C:2]1[CH:17]=[C:16]([Cl:18])[CH:15]=[CH:14][C:3]=1[O:4][C:5]1[CH:6]=[CH:7][C:8]([NH2:11])=[CH:9][CH:10]=1. Procedure: The nitro intermediate (10 mmol) obtained above was dissolved in MeOH (20 mL), and treated with SnCl22H2O (50 mmol), according to General Procedure I. The reaction mixture was heated under reflux until completion, as indicated by TLC or HPLC. The solvent was removed in vacuuo and the residue was treated with 4.0 N aqueous NaOH to pH ˜8. The residue was extracted with EtOAc (2×50 mL), washed with 1.0 N aqueous NaOH (50 mL), brine (50 mL) and dried over sodium sulfate. The solvent was removed in v... Yields the product Nc1cnc(Cl)c(C(F)(F)F)c1. Reaction SMILES: [CH3:18][CH2:19][OH:20].[Ca+2:17].[Cl-:15].[Cl-:16].[Cl:1][c:2]1[n:3][cH:4][c:5]([N+:12]([O-:13])=[O:14])[cH:6][c:7]1[C:8]([F:9])([F:10])[F:11].[Fe:22].[OH2:21]>>[Cl:1][c:2]1[n:3][cH:4][c:5]([NH2:12])[cH:6][c:7]1[C:8]([F:9])([F:10])[F:11]. Starting materials: CCO, [Ca+2], [Cl-], [Cl-], O=[N+]([O-])c1cnc(Cl)c(C(F)(F)F)c1, [Fe], O.